Dataset: the Open Reaction Database (ORD), a public repository of structured organic reaction records. Task: describe an organic reaction: reactants, conditions, products, and yield The reactants are CSC1=CC=C(C=C1)NC(CC(=O)OCC1=CC=CC=C1)=O (Benzyl 3-(4-(methylthio)phenylamino)-3-oxopropanoate), [OH-].[Na+] (NaOH). Run in CO (MeOH), Cl (HCl). Run at temperature 40 celsius, time 2 hour. The product is CSC1=CC=C(C=C1)NC(CC(=O)O)=O (3-(4-(methylthio)phenylamino)-3-oxopropanoic acid). Isolated yield 83.9%. As a reaction SMILES: [CH3:1][S:2][C:3]1[CH:8]=[CH:7][C:6]([NH:9][C:10](=[O:22])[CH2:11][C:12]([O:14]CC2C=CC=CC=2)=[O:13])=[CH:5][CH:4]=1.[OH-].[Na+]>CO.Cl>[CH3:1][S:2][C:3]1[CH:4]=[CH:5][C:6]([NH:9][C:10](=[O:22])[CH2:11][C:12]([OH:14])=[O:13])=[CH:7][CH:8]=1 |f:1.2|. Procedure details: Benzyl 3-(4-(methylthio)phenylamino)-3-oxopropanoate (150 mg, 0.476 mmol) was dissolved in MeOH (1.5 ml). NaOH 1M (500 μl) was added, and the reaction was stirred at 40° C. for 2 hours to achieve completion. The reaction mixture was diluted with HCl 1N and extracted with EtOAc. The organic phase was washed with HCl 1N and brine, dried over Na2SO4 and concentrated under vacuum to give 3-(4-(methylthio)phenylamino)-3-oxopropanoic acid (90 mg, 84% yield). The reactants are C(C1=CN=CC=C1)(=O)Cl (nicotinoyl chloride), C[C@]12CC[C@H]3[C@H]([C@@H]1CC[C@@H]2O)CCC4=C3C=CC(=C4)O (β-estradiol), ice water. The solvent is N1=CC=CC=C1 (pyridine). Yields the product N1=CC(=CC=C1)C(=O)OC1=CC=2CC[C@H]3[C@@H]4CC[C@@H]([C@@]4(C)CC[C@@H]3C2C=C1)OC(=O)C=1C=NC=CC1 (3,17β-Bis[(3-pyridinylcarbonyl)oxy]estra-1,3,5(10)-triene). Isolated yield 90.3%. RXN SMILES: [C:1](Cl)(=[O:8])[C:2]1[CH:7]=[CH:6][CH:5]=[N:4][CH:3]=1.[CH3:10][C@@:11]12[C@@H:19]([OH:20])[CH2:18][CH2:17][C@H:16]1[C@@H:15]1[CH2:21][CH2:22][C:23]3[CH:28]=[C:27]([OH:29])[CH:26]=[CH:25][C:24]=3[C@H:14]1[CH2:13][CH2:12]2>N1C=CC=CC=1>[N:4]1[CH:5]=[CH:6][CH:7]=[C:2]([C:1]([O:29][C:27]2[CH:26]=[CH:25][C:24]3[C@@H:14]4[C@H:15]([C@H:16]5[C@@:11]([CH2:12][CH2:13]4)([CH3:10])[C@@H:19]([O:20][C:1]([C:2]4[CH:3]=[N:4][CH:5]=[CH:6][CH:7]=4)=[O:8])[CH2:18][CH2:17]5)[CH2:21][CH2:22][C:23]=3[CH:28]=2)=[O:8])[CH:3]=1. Procedure: To 5.3 g (0.03 mol) of nicotinoyl chloride in 30 mL of dry pyridine at 0° C. were added 2.0 g (0.0073 mol) of β-estradiol. The reaction mixture was refluxed for 1 hour, then was poured over 100 mL of ice water, and the resulting precipitate was collected by filtration. The precipitate was dried in vacuo over P2O5, affording 3.18 g (90%) of the title compound melting at 148°-150° C.